Dataset: the Open Reaction Database (ORD), a public repository of structured organic reaction records. Task: describe an organic reaction: reactants, conditions, products, and yield Reactants: CS(=O)(=O)OCC[C@@H](C1=CC=CC=C1)NC(=O)[C@@H]1SCCN1S(=O)(=O)C1=CC=C(C=C1)C1=CC=CC=C1 ((3S)-3-({[(2S)-3-([1,1′-biphenyl]-4-ylsulfonyl)-1,3-thiazolidin-2-yl]carbonyl}amino)-3-phenylpropyl methanesulfonate), CS(=O)(=O)OCC[C@@H](C1=CC=CC=C1)NC(=O)[C@@H]1SCCN1S(=O)(=O)C1=CC=C(C=C1)C1=CC=CC=C1 ((3S)-3-({[(2S)-3-([1,1′-biphenyl]-4-ylsulfonyl)-1,3-thiazolidin-2-yl]carbonyl}amino)-3-phenylpropyl methanesulfonate), NC1C(CCCC1)O (2-aminocyclohexanol). Yields the product C1(=CC=C(C=C1)S(=O)(=O)N1C(SCC1)C(=O)NC(CCNC1C(CCCC1)O)C1=CC=CC=C1)C1=CC=CC=C1 (3-([1,1′-biphenyl]-4-ylsulfonyl)-N-{3-[(2-hydroxycyclohexyl)amino]-1-phenylpropyl}-1,3-thiazolidine-2-carboxamide). Reaction SMILES: CS(O[CH2:6][CH2:7][C@H:8]([NH:15][C:16]([C@H:18]1[N:22]([S:23]([C:26]2[CH:31]=[CH:30][C:29]([C:32]3[CH:37]=[CH:36][CH:35]=[CH:34][CH:33]=3)=[CH:28][CH:27]=2)(=[O:25])=[O:24])[CH2:21][CH2:20][S:19]1)=[O:17])[C:9]1[CH:14]=[CH:13][CH:12]=[CH:11][CH:10]=1)(=O)=O.[NH2:38][CH:39]1[CH2:44][CH2:43][CH2:42][CH2:41][CH:40]1[OH:45]>>[C:29]1([C:32]2[CH:33]=[CH:34][CH:35]=[CH:36][CH:37]=2)[CH:30]=[CH:31][C:26]([S:23]([N:22]2[CH2:21][CH2:20][S:19][CH:18]2[C:16]([NH:15][CH:8]([C:9]2[CH:10]=[CH:11][CH:12]=[CH:13][CH:14]=2)[CH2:7][CH2:6][NH:38][CH:39]2[CH2:44][CH2:43][CH2:42][CH2:41][CH:40]2[OH:45])=[O:17])(=[O:25])=[O:24])=[CH:27][CH:28]=1. Procedure details: Following the general method B as outlined in Example 16, starting from 3-({[3-([1,1′-biphenyl]-4-ylsulfonyl)-1,3-thiazolidin-2-yl]carbonyl}amino)-3-phenylpropyl methanesulfonate (Intermediate 9) and 2-aminocyclohexanol, the title compound was obtained in 99% purity by HPLC. The reactants are CC(C)(C)OC(=O)N(CCC(=O)NOCc1ccccc1)C(CO)c1ccccc1, CC(C)(C)OC(=O)N1CCC(=O)N(OCc2ccccc2)CC1c1ccccc1. Product: CC(C)(C)OC(=O)N1CCC(=O)NCC1c1ccccc1. RXN SMILES: [C:1]([CH3:2])([CH3:3])([CH3:4])[O:5][C:6]([N:7]([CH:8]([CH2:9][OH:28])[c:11]1[cH:12][cH:13][cH:14][cH:15][cH:16]1)[CH2:17][CH2:18][C:19]([NH:20][O:10][CH2:21][c:22]1[cH:23][cH:24][cH:25][cH:26][cH:27]1)=[O:29])=[O:30].[C:31]([O:32][C:33]([N:34]1[CH2:35][CH2:36][C:37](=[O:38])[N:39]([O:40][CH2:41][c:42]2[cH:43][cH:44][cH:45][cH:46][cH:47]2)[CH2:48][CH:49]1[c:50]1[cH:51][cH:52][cH:53][cH:54][cH:55]1)=[O:56])([CH3:57])([CH3:58])[CH3:59]>>[C:1]([CH3:2])([CH3:3])([CH3:4])[O:5][C:6]([N:7]1[CH:8]([c:11]2[cH:12][cH:13][cH:14][cH:15][cH:16]2)[CH2:9][NH:20][C:19](=[O:29])[CH2:18][CH2:17]1)=[O:30].